This data is from the Open Reaction Database (ORD), a public repository of structured organic reaction records. The task is: describe an organic reaction: reactants, conditions, products, and yield Reactants: ClC=1C=CC(=C(CC2CNC(CN(C2=O)C(=O)NC(C(=O)NCC(=O)OC(C)(C)C)CC)=O)C1)OC (tert-butyl {[2-({[6-(5-chloro-2-methoxybenzyl)-3,7-dioxo-1,4-diazepan-1-yl]carbonyl}amino)butanoyl]amino}acetate), Cl.C(C)(C)(C)OC(CN)=O (glycine tert-butyl ester hydrochloride), O-(tert-butyl)hydroxylaminehydrochloride. The product is C(C)(C)(C)ONC(=O)[C@@H](CC)NC(=O)N1CC(NCC(C1=O)CC1=C(C=CC(=C1)Cl)OC)=O (N-{(1R)-1-[(tert-butoxyamino)carbonyl]propyl}-6-(5-chloro-2-methoxybenzyl)-3,7-dioxo-1,4-diazepan-1-carboxamide). Reaction SMILES: [Cl:1][C:2]1[CH:3]=[CH:4][C:5]([O:35][CH3:36])=[C:6]([CH:34]=1)[CH2:7][CH:8]1[C:14](=[O:15])[N:13]([C:16]([NH:18][CH:19]([CH2:31][CH3:32])[C:20]([NH:22]CC(OC(C)(C)C)=O)=[O:21])=[O:17])[CH2:12][C:11](=[O:33])[NH:10][CH2:9]1.Cl.[C:38]([O:42]C(=O)CN)([CH3:41])([CH3:40])[CH3:39]>>[C:38]([O:42][NH:22][C:20]([C@H:19]([NH:18][C:16]([N:13]1[C:14](=[O:15])[CH:8]([CH2:7][C:6]2[CH:34]=[C:2]([Cl:1])[CH:3]=[CH:4][C:5]=2[O:35][CH3:36])[CH2:9][NH:10][C:11](=[O:33])[CH2:12]1)=[O:17])[CH2:31][CH3:32])=[O:21])([CH3:41])([CH3:40])[CH3:39] |f:1.2|. Procedure: Instead of the starting material compound of Example 220, that is, glycine tert-butyl ester hydrochloride, O-(tert-butyl)hydroxylaminehydrochloride was used for the similar procedure as in Example 220 to obtain the title compound. Yields the product OCCOCCNC1=C(C=C(C#N)C=C1)[N+](=O)[O-] (4-[2-(2-hydroxyethoxy)ethylamino]-3-nitrobenzonitrile). Reported procedure: Preparation is similar to the synthesis in (a) above, except that 2-(2-aminoethoxy)ethanol is used in lieu of monoethanolamine. Reactants: OCCNC1=C(C=C(C#N)C=C1)[N+](=O)[O-] (4-(2-hydroxyethylamino)-3-nitrobenzonitrile), NCCOCCO (2-(2-aminoethoxy)ethanol), C(O)CN (monoethanolamine). Reaction SMILES: [OH:1][CH2:2][CH2:3][NH:4][C:5]1[CH:12]=[CH:11][C:8]([C:9]#[N:10])=[CH:7][C:6]=1[N+:13]([O-:15])=[O:14].N[CH2:17][CH2:18][O:19]CCO.C(CN)O>>[OH:19][CH2:18][CH2:17][O:1][CH2:2][CH2:3][NH:4][C:5]1[CH:12]=[CH:11][C:8]([C:9]#[N:10])=[CH:7][C:6]=1[N+:13]([O-:15])=[O:14]. The reactants are FC(CN1N=CN=C1C1=CN2CCOC3=C(C2=N1)C=CC(=C3)O)(F)F (2-[2-(2,2,2-trifluoro-ethyl)-2H-[1,2,4]triazol-3-yl]-4,5-dihydro-6-oxa-1,3a-diaza-benzo[e]azulen-8-ol), crude product, CO (methanol), COC(C(C(C)C)O)=O (2-hydroxy-3-methyl-butyric acid methyl ester), C(C)OC(C(C)(C)O)=O (2-hydroxy-2-methyl-propionic acid ethyl ester). The solvent is C(C)(=O)OCC (ethyl acetate). The product is C(C)OC(C(C)(OC1=CC2=C(C3=NC(=CN3CCO2)C=2N(N=CN2)CC(F)(F)F)C=C1)C)=O (2-methyl-2-{2-[2-(2,2,2-trifluoro-ethyl)-2H-[1,2,4]triazol-3-yl]-4,5-dihydro-6-oxa-1,3a-diaza-benzo[e]azulen-8-yloxy}-propionic acid ethyl ester). RXN SMILES: [F:1][C:2]([F:25])([F:24])[CH2:3][N:4]1[C:8]([C:9]2[N:18]=[C:17]3[N:11]([CH2:12][CH2:13][O:14][C:15]4[CH:22]=[C:21]([OH:23])[CH:20]=[CH:19][C:16]=43)[CH:10]=2)=[N:7][CH:6]=[N:5]1.COC(=O)C(O)C(C)C.[CH2:35]([O:37][C:38](=[O:43])[C:39](O)([CH3:41])[CH3:40])[CH3:36].CO>C(OCC)(=O)C>[CH2:35]([O:37][C:38](=[O:43])[C:39]([CH3:41])([O:23][C:21]1[CH:20]=[CH:19][C:16]2[C:17]3[N:11]([CH2:12][CH2:13][O:14][C:15]=2[CH:22]=1)[CH:10]=[C:9]([C:8]1[N:4]([CH2:3][C:2]([F:24])([F:1])[F:25])[N:5]=[CH:6][N:7]=1)[N:18]=3)[CH3:40])[CH3:36]. Procedure: Following the procedures of Example 426, 2-[2-(2,2,2-trifluoro-ethyl)-2H-[1,2,4]triazol-3-yl]-4,5-dihydro-6-oxa-1,3a-diaza-benzo[e]azulen-8-ol, 2-hydroxy-3-methyl-butyric acid methyl ester and 2-hydroxy-2-methyl-propionic acid ethyl ester were reacted and the crude product was subjected to flash chromatography (SiO2, gradient 0-10% methanol in ethyl acetate) to give 2-methyl-2-{2-[2-(2,2,2-trifluoro-ethyl)-2H-[1,2,4]triazol-3-yl]-4,5-dihydro-6-oxa-1,3a-diaza-benzo[e]azulen-8-yloxy}-propionic aci... Starting materials: OC[C@H](O)[C@@H](O)[C@H](O)[C@H](O)CO (D-sorbitol), P(=O)([O-])([O-])[O-].[K+].[K+].[K+] (potassium phosphate). Solvent: O (water). The product is OCC(=O)[C@@H](O)[C@H](O)[C@@H](O)CO (L-sorbose). RXN SMILES: [OH:1][CH2:2][C@@H:3]([C@H:5]([C@@H:7]([C@@H:9]([CH2:11][OH:12])[OH:10])[OH:8])[OH:6])[OH:4].P([O-])([O-])([O-])=O.[K+].[K+].[K+]>O>[OH:1][CH2:2][C:3]([C@H:5]([C@@H:7]([C@H:9]([CH2:11][OH:12])[OH:10])[OH:8])[OH:6])=[O:4] |f:1.2.3.4|. Reported procedure: A reaction mixture (total volume 1.04 ml) containing 0.2 ml of purified SLDH (0.04 mg protein), 0.04 ml of 0.2M PMS, 0.1 ml of 0.4M D-sorbitol, 0.4 ml of 0.5M potassium phosphate buffer (pH 7.0) and 0.3 ml of water was incubated at 30° C. with gentle shaking. As a result, L-sorbose was formed at the rate of about 1.3 mg/hour. The reactants are O=C(Cl)c1ccc(Br)nc1, ClC(Cl)Cl, Nc1ccc(F)cc1. Product: O=C(Nc1ccc(F)cc1)c1ccc(Br)nc1. RXN SMILES: [Br:1][c:2]1[n:3][cH:4][c:5]([C:6](=[O:7])[Cl:8])[cH:9][cH:10]1.[CH:19]([Cl:20])([Cl:21])[Cl:22].[NH2:11][c:12]1[cH:13][cH:14][c:15]([F:16])[cH:17][cH:18]1>>[Br:1][c:2]1[n:3][cH:4][c:5]([C:6](=[O:7])[NH:11][c:12]2[cH:13][cH:14][c:15]([F:16])[cH:17][cH:18]2)[cH:9][cH:10]1.